This data is from the Open Reaction Database (ORD), a public repository of structured organic reaction records. The task is: describe an organic reaction: reactants, conditions, products, and yield Reactants: CC(C)(C)OC(=O)N1CC(c2ccc(OC(F)(F)F)cc2)CC(c2nc(C3CC3)no2)C1, ClCCl, O=C(O)C(F)(F)F. Yields the product FC(F)(F)Oc1ccc(C2CNCC(c3nc(C4CC4)no3)C2)cc1. Reaction SMILES: [CH:1]1([c:4]2[n:5][o:6][c:7]([CH:9]3[CH2:10][N:11]([C:26]([O:27][C:28]([CH3:29])([CH3:30])[CH3:31])=[O:32])[CH2:12][CH:13]([c:15]4[cH:16][cH:17][c:18]([O:21][C:22]([F:23])([F:24])[F:25])[cH:19][cH:20]4)[CH2:14]3)[n:8]2)[CH2:2][CH2:3]1.[Cl:40][CH2:41][Cl:42].[OH:33][C:34]([C:35]([F:36])([F:37])[F:38])=[O:39]>>[CH:1]1([c:4]2[n:5][o:6][c:7]([CH:9]3[CH2:10][NH:11][CH2:12][CH:13]([c:15]4[cH:16][cH:17][c:18]([O:21][C:22]([F:23])([F:24])[F:25])[cH:19][cH:20]4)[CH2:14]3)[n:8]2)[CH2:2][CH2:3]1. The reactants are Cc1ncsc1Br, CCC(CC)c1cc(C)nc2c(I)c(C)nn12, C1CCOC1, [Zn]. Yields the product CCC(CC)c1cc(C)nc2c(-c3scnc3C)c(C)nn12. As a reaction SMILES: [Br:1][c:2]1[c:3]([CH3:7])[n:4][cH:5][s:6]1.[CH2:8]([CH3:9])[CH:10]([CH2:11][CH3:12])[c:13]1[cH:14][c:15]([CH3:24])[n:16][c:17]2[n:18]1[n:19][c:20]([CH3:23])[c:21]2[I:22].[O:25]1[CH2:26][CH2:27][CH2:28][CH2:29]1.[Zn:30]>>[c:2]1(-[c:21]2[c:17]3[n:16][c:15]([CH3:24])[cH:14][c:13]([CH:10]([CH2:8][CH3:9])[CH2:11][CH3:12])[n:18]3[n:19][c:20]2[CH3:23])[c:3]([CH3:7])[n:4][cH:5][s:6]1. The product is COC(C=C(C)C1=CC2=C(SC=C2C2=C(C(=CC(=C2)C(C)C)C(C)C)OC)C=C1)=O (3-[3-(3,5-di-iso-propyl-2-methoxyphenyl)-benzo[b]thien-5-yl]but-2-enoic acid methyl ester). Isolated yield 99.6%. RXN SMILES: [CH3:1][O:2][C:3](=[O:29])[CH:4]=[C:5]([C:7]1[CH:28]=[CH:27][C:10]2[S:11][CH:12]=[C:13]([C:14]3[CH:19]=[C:18]([CH:20]([CH3:22])[CH3:21])[CH:17]=[C:16]([CH:23]([CH3:25])[CH3:24])[C:15]=3[OH:26])[C:9]=2[CH:8]=1)[CH3:6].I[CH3:31].[F-].[Cs+].O>CN(C=O)C>[CH3:1][O:2][C:3](=[O:29])[CH:4]=[C:5]([C:7]1[CH:28]=[CH:27][C:10]2[S:11][CH:12]=[C:13]([C:14]3[CH:19]=[C:18]([CH:20]([CH3:22])[CH3:21])[CH:17]=[C:16]([CH:23]([CH3:24])[CH3:25])[C:15]=3[O:26][CH3:31])[C:9]=2[CH:8]=1)[CH3:6] |f:2.3|. Reactants: O (water), IC (iodomethane), [F-].[Cs+] (cesium fluoride), COC(C=C(C)C1=CC2=C(SC=C2C2=C(C(=CC(=C2)C(C)C)C(C)C)O)C=C1)=O (3-[3-(2-Hydroxy-3,5-di-iso-propylphenyl)-benzo[b]thien-5-yl]-but-2-enoic acid methyl ester). Reported procedure: 3-[3-(2-Hydroxy-3,5-di-iso-propylphenyl)-benzo[b]thien-5-yl]-but-2-enoic acid methyl ester (100 mg, 0.24 mmol) was dissolved in DMF (5 ml), and iodomethane (0.0183 ml, 0.29 mmol) and cesium fluoride (149 mg, 0.98 mmol) were added to this solution. The reaction was stirred at ambient temperature under nitrogen overnight, then water (2 ml) was added and the mixture extracted with ethyl acetate (2×5 mL). The combined organics were washed with brine, then dried over MgSO4 and concentrated in vacuo t... Conditions: time 8 hour. Run in CN(C)C=O (DMF). The product is Cc1cccc(C)c1NCC(C)Br. As a reaction SMILES: [CH:21]([Cl:22])([Cl:23])[Cl:24].[Na+:20].[OH-:19].[OH2:18].[OH:5][CH:6]([CH2:7][NH:8][c:9]1[c:10]([CH3:16])[cH:11][cH:12][cH:13][c:14]1[CH3:15])[CH3:17].[P:1]([Br:2])([Br:3])[Br:4]>>[Br:2][CH:6]([CH2:7][NH:8][c:9]1[c:10]([CH3:16])[cH:11][cH:12][cH:13][c:14]1[CH3:15])[CH3:17]. Reactants: ClC(Cl)Cl, [Na+], [OH-], O, Cc1cccc(C)c1NCC(C)O, BrP(Br)Br. Reactants: C1CCOC1, CO, Cl, NO, [Na+], [OH-], COC(=O)c1ccc(C#CCNC(=O)c2cc3ccccc3s2)cc1. The product is O=C(NO)c1ccc(C#CCNC(=O)c2cc3ccccc3s2)cc1. RXN SMILES: [CH2:31]1[O:32][CH2:33][CH2:34][CH2:35]1.[CH3:36][OH:37].[ClH:30].[NH2:26][OH:27].[Na+:29].[OH-:28].[s:1]1[c:2]([C:10](=[O:11])[NH:12][CH2:13][C:14]#[C:15][c:16]2[cH:17][cH:18][c:19]([C:20](=[O:21])[O:22][CH3:23])[cH:24][cH:25]2)[cH:3][c:4]2[c:5]1[cH:6][cH:7][cH:8][cH:9]2>>[s:1]1[c:2]([C:10](=[O:11])[NH:12][CH2:13][C:14]#[C:15][c:16]2[cH:17][cH:18][c:19]([C:20](=[O:21])[NH:26][OH:27])[cH:24][cH:25]2)[cH:3][c:4]2[c:5]1[cH:6][cH:7][cH:8][cH:9]2. Starting materials: CC(=O)O, [Fe], O=[N+]([O-])c1cccc2cc(N3CCN4CCC3CC4)cnc12, O. Product: Nc1cccc2cc(N3CCN4CCC3CC4)cnc12. As a reaction SMILES: [CH3:24][C:25](=[O:26])[OH:27].[Fe:28].[N+:1]([O-:2])(=[O:3])[c:4]1[cH:5][cH:6][cH:7][c:8]2[cH:9][c:10]([N:14]3[CH2:15][CH2:16][N:17]4[CH2:18][CH2:19][CH:20]3[CH2:21][CH2:22]4)[cH:11][n:12][c:13]12.[OH2:23]>>[NH2:1][c:4]1[cH:5][cH:6][cH:7][c:8]2[cH:9][c:10]([N:14]3[CH2:15][CH2:16][N:17]4[CH2:18][CH2:19][CH:20]3[CH2:21][CH2:22]4)[cH:11][n:12][c:13]12. The reactants are CC(C(CC(=O)OCC)=O)C (ethyl 4-methyl-3-oxo-pentanoate), C(C=C)(=O)OC (methyl acrylate). Reagents/catalysts: C1CCC2=NCCCN2CC1 (DBU). Solvent: C1CCCCC1 (cyclohexane). Reaction conditions: temperature 60 celsius, time 2 hour. Product: COC(CCC(CCC(=O)OC)(C(C(C)C)=O)C(=O)OCC)=O (4-(ethoxycarbonyl)-4-(2-methyl-1-oxopropyl)-heptanedioic acid 1,7-dimethyl ester). Yield: 112.5%. Reaction SMILES: [CH3:1][CH:2]([CH3:11])[C:3](=[O:10])[CH2:4][C:5]([O:7][CH2:8][CH3:9])=[O:6].[C:12]([O:16][CH3:17])(=[O:15])[CH:13]=[CH2:14]>C1CCN2C(=NCCC2)CC1.C1CCCCC1>[CH3:17][O:16][C:12](=[O:15])[CH2:13][CH2:14][C:4]([C:5]([O:7][CH2:8][CH3:9])=[O:6])([C:3](=[O:10])[CH:2]([CH3:1])[CH3:11])[CH2:3][CH2:4][C:5]([O:7][CH3:8])=[O:6]. Procedure: 12.0 g (0.08 mol) of ethyl 4-methyl-3-oxo-pentanoate and 0.5 g (0.003 mol) of DBU were placed in a three necked round bottom flask, equipped-with dropping funnel and reflux condenser. At room temperature, 16.0 g (0.18 mol) of methyl acrylate was slowly added drop by drop. After the exothermal behavior of the reaction leveled off, the reaction mixture was stirred at 60° C. for an additional two hours. The mixture was poured into cyclohexane and was washed with diluted hydrochloric acid and was su... RXN SMILES: [CH2:1]=[CH:2][CH:3]=[CH:4][CH3:5].[H][H]>>[CH3:1][C:3]1[CH2:4][CH2:5][CH:2]=[CH:3][CH2:4][CH2:1][C:2]=1[CH3:5]. Reported procedure: 20 Ml (100 mmoles) of 50 percent piperylene in other C5 hydrocarbons, 10 ml of toluene, 0.19 g (0.5 mmole) of tris(2,4-pentanedionato-O,O')-iron (also known as iron tri(acetylacetonate), CA registry number [14024-18-1]) and 0.3 g (1.0 mmole) of N,N'-(1,2-dimethyl-1,2-ethanediylidene)bis[4-methoxy-benzenamine] (CA registry [19215-52-2]) are combined under nitrogen in a 50-ml three-necked flask equipped with reflux condenser and nitrogen inlet. The mixture is stirred magnetically and heated to 55°... Product: CC1=C(CCC=CCC1)C (Dimethyl 1,5-Cyclooctadiene). Starting materials: C=CC=CC (piperylene), [H][H] (hydrogen). The reactants are COC=1C=C(C[C@@H]2NCCC3=CC(=C(C=C23)OC)OC)C=CC1OC ((1S)-1-(3,4-Dimethoxy-benzyl)-6,7-dimethoxy-1,2,3,4-tetrahydroisoquinoline), BrCC(=O)Br (2-bromoacetyl bromide), N[C@@H]1[C@@H](CC2=CC=CC=C12)O ((1S,2R)-1-amino-2-indanol). The product is COC=1C=C(C[C@@H]2N(CCC3=CC(=C(C=C23)OC)OC)CC(=O)N[C@@H]2[C@@H](CC3=CC=CC=C23)O)C=CC1OC (2-[(1S)-1-(3,4-Dimethoxy-benzyl)-6,7-dimethoxy-3,4-dihydro-1H-isoquinolin-2-yl]-N-[(1S,2R)-2-hydroxy-indan-1-yl]-acetamide). As a reaction SMILES: [CH3:1][O:2][C:3]1[CH:4]=[C:5]([CH:21]=[CH:22][C:23]=1[O:24][CH3:25])[CH2:6][C@H:7]1[C:16]2[C:11](=[CH:12][C:13]([O:19][CH3:20])=[C:14]([O:17][CH3:18])[CH:15]=2)[CH2:10][CH2:9][NH:8]1.Br[CH2:27][C:28](Br)=[O:29].[NH2:31][C@H:32]1[C:40]2[C:35](=[CH:36][CH:37]=[CH:38][CH:39]=2)[CH2:34][C@H:33]1[OH:41]>>[CH3:1][O:2][C:3]1[CH:4]=[C:5]([CH:21]=[CH:22][C:23]=1[O:24][CH3:25])[CH2:6][C@H:7]1[C:16]2[C:11](=[CH:12][C:13]([O:19][CH3:20])=[C:14]([O:17][CH3:18])[CH:15]=2)[CH2:10][CH2:9][N:8]1[CH2:27][C:28]([NH:31][C@H:32]1[C:40]2[C:35](=[CH:36][CH:37]=[CH:38][CH:39]=2)[CH2:34][C@H:33]1[OH:41])=[O:29]. Procedure: prepared by reaction of (1S)-1-(3,4-Dimethoxy-benzyl)-6,7-dimethoxy-1,2,3,4-tetrahydroisoquinoline and 2-bromoacetyl bromide with (1S,2R)-1-amino-2-indanol